From a dataset of the Open Reaction Database (ORD), a public repository of structured organic reaction records. describe an organic reaction: reactants, conditions, products, and yield The reactants are BrCc1ccccc1, C1CCOC1, C[Si](C)(C)[N-][Si](C)(C)C, [Li+], N#CCCO. Yields the product N#CC(CO)Cc1ccccc1. RXN SMILES: [Br:16][CH2:17][c:18]1[cH:19][cH:20][cH:21][cH:22][cH:23]1.[CH2:24]1[O:25][CH2:26][CH2:27][CH2:28]1.[CH3:6][Si:7]([N-:8][Si:9]([CH3:10])([CH3:11])[CH3:12])([CH3:13])[CH3:14].[Li+:15].[OH:1][CH2:2][CH2:3][C:4]#[N:5]>>[OH:1][CH2:2][CH:3]([C:4]#[N:5])[CH2:17][c:18]1[cH:19][cH:20][cH:21][cH:22][cH:23]1. Starting materials: C(C)NC(=O)C1=CNC=C1 (N-ethyl-1H-pyrrole-3-carboxamide), [H-].[Na+] (sodium hydride), C(C)(C)(C)C1=NC2=C(N1CC1CCOCC1)C=CC(=C2)S(=O)(=O)Cl (2-tert-butyl-1-(tetrahydro-2H-pyran-4-ylmethyl)-1H-benzimidazole-5-sulfonyl chloride). Run in C1CCOC1 (THF). Product: C(C)(C)(C)C1=NC2=C(N1CC1CCOCC1)C=CC(=C2)S(=O)(=O)N2C=C(C=C2)C(=O)NCC (1-{[2-tert-butyl-1-(tetrahydro-2H-pyran-4-ylmethyl)-1H-benzimidazol-5-yl]sulfonyl}-N-ethyl-1H-pyrrole-3-carboxamide). Isolated yield 52.9%. RXN SMILES: [CH2:1]([NH:3][C:4]([C:6]1[CH:10]=[CH:9][NH:8][CH:7]=1)=[O:5])[CH3:2].[H-].[Na+].[C:13]([C:17]1[N:21]([CH2:22][CH:23]2[CH2:28][CH2:27][O:26][CH2:25][CH2:24]2)[C:20]2[CH:29]=[CH:30][C:31]([S:33](Cl)(=[O:35])=[O:34])=[CH:32][C:19]=2[N:18]=1)([CH3:16])([CH3:15])[CH3:14]>C1COCC1>[C:13]([C:17]1[N:21]([CH2:22][CH:23]2[CH2:24][CH2:25][O:26][CH2:27][CH2:28]2)[C:20]2[CH:29]=[CH:30][C:31]([S:33]([N:8]3[CH:9]=[CH:10][C:6]([C:4]([NH:3][CH2:1][CH3:2])=[O:5])=[CH:7]3)(=[O:34])=[O:35])=[CH:32][C:19]=2[N:18]=1)([CH3:16])([CH3:14])[CH3:15] |f:1.2|. Procedure: Following the same procedure in Example 29, using N-ethyl-1H-pyrrole-3-carboxamide (2.7 g, 20 mmol) (see following step B for preparation), sodium hydride (4.0 g, 60%, 100 mmol) and 2-tert-butyl-1-(tetrahydro-2H-pyran-4-ylmethyl)-1H-benzimidazole-5-sulfonyl chloride (6.1 g, 16 mmol) in THF (250 mL). The crude product was purified by MPLC using Hex/EtOAc (1:4) on silica gel to give 4.0 g (53%) of a white solid as the title compound. 1H NMR (400 MHz, METHANOL-D4) δ 1.13 (t, J=7.23 Hz, 3 H), 1.41-1... The reactants are COC1=NC(=NC(=C1)OC)N1CC2CNCC2C1 (2-(4,6-Dimethoxy-pyrimidin-2-yl)-octahydro-pyrrolo[3,4-c]pyrrole), N1(N=CC=C1)C1=C(C(=O)O)C=CC=C1 (2-pyrazol-1-yl-benzoic acid). Yields the product COC1=NC(=NC(=C1)OC)N1CC2CN(CC2C1)C(=O)C1=C(C=CC=C1)N1N=CC=C1 (2-(4,6-Dimethoxypyrimidin-2-yl)-5-{[2-(1H-pyrazol-1-yl)phenyl]carbonyl}octahydro-pyrrolo[3,4-c]pyrrole). Reaction SMILES: [CH3:1][O:2][C:3]1[CH:8]=[C:7]([O:9][CH3:10])[N:6]=[C:5]([N:11]2[CH2:18][CH:17]3[CH:13]([CH2:14][NH:15][CH2:16]3)[CH2:12]2)[N:4]=1.[N:19]1([C:24]2[CH:32]=[CH:31][CH:30]=[CH:29][C:25]=2[C:26](O)=[O:27])[CH:23]=[CH:22][CH:21]=[N:20]1>>[CH3:1][O:2][C:3]1[CH:8]=[C:7]([O:9][CH3:10])[N:6]=[C:5]([N:11]2[CH2:18][CH:17]3[CH:13]([CH2:14][N:15]([C:26]([C:25]4[CH:29]=[CH:30][CH:31]=[CH:32][C:24]=4[N:19]4[CH:23]=[CH:22][CH:21]=[N:20]4)=[O:27])[CH2:16]3)[CH2:12]2)[N:4]=1. Procedure details: The title compound was prepared in a manner analogous to Example 15 utilizing Intermediate 39 and 2-pyrazol-1-yl-benzoic acid. MS (ESI) mass calcd. for C22H24N6O3, 420.46; m/z found, 421.1 [M+H]+. 1H NMR (CDCl3): 7.74 (d, J=2.0 Hz, 1H), 7.59-7.29 (m, 5H), 6.31 (br s, 1H), 5.32 (s, 1H), 3.90-3.64 (m, 7.8H), 3.61-3.41 (m, 2.2H), 3.40-3.05 (m, 3H), 2.95-2.65 (m, 3H). The reactants are C1(CCCCC1)P(C1=C(C=CC=C1)C1=C(C(=CC=C1OC)S(=O)(=O)[O-])OC)C1CCCCC1.[Na+] (Sodium 2′-(dicyclohexylphosphino)-2,6-dimethoxybiphenyl-3-sulfonate), C(=O)([O-])[O-].[Cs+].[Cs+] (Cs2CO3), CC1=C(C=C(C(=O)O)C=C1)B1OC(C(O1)(C)C)(C)C (4-methyl-3-(4,4,5,5-tetramethyl-1,3,2-dioxaborolan-2-yl)benzoic acid), FC(S(=O)(=O)OC=1C=C2C(=CN1)OC(=C2C(NC)=O)C2=CC=C(C=C2)F)(F)F (2-(4-fluorophenyl)-3-(methylcarbamoyl)furo[2,3-c]pyridin-5-yl trifluoromethanesulfonate). Run in CN(C)C=O (DMF), O (Water). Conditions: temperature 60 celsius, time 1 hour. The product is FC1=CC=C(C=C1)C1=C(C=2C(=CN=C(C2)C=2C=C(C(=O)O)C=CC2C)O1)C(NC)=O (3-(2-(4-fluorophenyl)-3-(methylcarbamoyl)furo[2,3-c]pyridin-5-yl)-4-methylbenzoic acid). Reaction SMILES: C1(P(C2CCCCC2)C2C=CC=CC=2C2C(OC)=CC=C(S([O-])(=O)=O)C=2OC)CCCCC1.[Na+].C([O-])([O-])=O.[Cs+].[Cs+].[CH3:41][C:42]1[CH:50]=[CH:49][C:45]([C:46]([OH:48])=[O:47])=[CH:44][C:43]=1B1OC(C)(C)C(C)(C)O1.FC(F)(F)S(O[C:66]1[CH:67]=[C:68]2[C:74]([C:75](=[O:78])[NH:76][CH3:77])=[C:73]([C:79]3[CH:84]=[CH:83][C:82]([F:85])=[CH:81][CH:80]=3)[O:72][C:69]2=[CH:70][N:71]=1)(=O)=O>CN(C=O)C.O>[F:85][C:82]1[CH:81]=[CH:80][C:79]([C:73]2[O:72][C:69]3=[CH:70][N:71]=[C:66]([C:43]4[CH:44]=[C:45]([CH:49]=[CH:50][C:42]=4[CH3:41])[C:46]([OH:48])=[O:47])[CH:67]=[C:68]3[C:74]=2[C:75](=[O:78])[NH:76][CH3:77])=[CH:84][CH:83]=1 |f:0.1,2.3.4|. Procedure: Sodium 2′-(dicyclohexylphosphino)-2,6-dimethoxybiphenyl-3-sulfonate (9.8 mg, 0.019 mmol), PdOAc2 (2.2 mg, 9.6 μmol), Cs2CO3 (93 mg, 0.29 mmol), 4-methyl-3-(4,4,5,5-tetramethyl-1,3,2-dioxaborolan-2-yl)benzoic acid (38 mg, 0.14 mmol) was added to a stirring solution of 2-(4-fluorophenyl)-3-(methylcarbamoyl)furo[2,3-c]pyridin-5-yl trifluoromethanesulfonate (40 mg, 0.096 mmol) in DMF (1.7 mL) and Water (170 μL). It was degassed and heated to 60° C. and allowed to stir for 1 hour. The mixture was dil... Starting materials: CCO, N=c1c2nccc3cccc(c32)n2cccc12, [Na+], [OH-], O. Yields the product O=c1c2nccc3cccc(c32)n2cccc12. RXN SMILES: [CH3:20][CH2:21][OH:22].[NH:1]=[c:2]1[c:3]2[cH:4][cH:5][cH:6][n:7]2[c:8]2[cH:9][cH:10][cH:11][c:12]3[cH:13][cH:14][n:15][c:16]1[c:17]23.[Na+:19].[OH-:18].[OH2:23]>>[c:2]1(=[O:18])[c:3]2[cH:4][cH:5][cH:6][n:7]2[c:8]2[cH:9][cH:10][cH:11][c:12]3[cH:13][cH:14][n:15][c:16]1[c:17]23. The reactants are aryl magnesium, C(C1=CC=CC=C1)(=O)O (benzoic acid), O1C=NCC1 (oxazoline), CC1=CC=C(C=C1)C1=C(C(=O)O)C=CC=C1 (2-(4'-methylphenyl)benzoic acid), C1(=CC=C(C=C1)[Mg]Br)C (p-tolyl magnesium bromide). Run in C(C1=CC=CC=C1)#N (benzonitrile). The product is arylbenzonitrile, CC1=CC=C(C=C1)C1=C(C#N)C=CC=C1 (2-(4'-methylphenyl)benzonitrile). Reaction SMILES: O1[CH2:5][CH2:4][N:3]=C1.[CH3:6][C:7]1[CH:12]=[CH:11][C:10]([C:13]2C=[CH:20][CH:19]=[CH:18][C:14]=2C(O)=O)=[CH:9][CH:8]=1.C(O)(=O)C1C=CC=CC=1.C1(C)C=CC([Mg]Br)=CC=1>C(#N)C1C=CC=CC=1>[CH3:6][C:7]1[CH:12]=[CH:11][C:10]([C:13]2[CH:14]=[CH:18][CH:19]=[CH:20][C:5]=2[C:4]#[N:3])=[CH:9][CH:8]=1. Procedure details: Carini et al., J. Med. Chem., vol. 34 (1991), 2525-2547 disclose the application of the Meyers oxazoline method to the preparation of 2-(4'-methylphenyl) benzonitrile by the following steps: 1) 2-methoxybenzoic acid is reacted with thionyl chloride; 2) the acyl chloride formed is treated with 2-amino-2-methyl-1-propanol, which provides an amide in the crude form; 3) this amide is subjected to the action of thionyl chloride, forming 4,4-dimethyl-2-(2-methoxyphenyl)-oxazoline (yield 88% from the a... The reactants are CC(=O)OC1NC(=O)C1C(CO[SiH](C)C)C(C)(C)C, CCOC(C)=O, COC(=O)c1ccc2c(c1)C(=O)CCO2, Cc1ccccc1. The product is COC(=O)c1ccc2c(c1)C(=O)C(C1NC(=O)C1C(CO[SiH](C)C)C(C)(C)C)CO2. RXN SMILES: [C:1]([O:2][CH:5]1[CH:6]([CH:10]([CH2:11][O:12][SiH:13]([CH3:14])[CH3:15])[C:16]([CH3:17])([CH3:18])[CH3:19])[C:7](=[O:9])[NH:8]1)(=[O:3])[CH3:4].[C:35]([O:36][CH2:37][CH3:38])(=[O:39])[CH3:40].[O:20]=[C:21]1[CH2:22][CH2:23][O:24][c:25]2[cH:26][cH:27][c:28]([C:31](=[O:32])[O:33][CH3:34])[cH:29][c:30]21.[c:41]1([CH3:42])[cH:43][cH:44][cH:45][cH:46][cH:47]1>>[CH:5]1([CH:22]2[C:21](=[O:20])[c:30]3[c:25]([cH:26][cH:27][c:28]([C:31](=[O:32])[O:33][CH3:34])[cH:29]3)[O:24][CH2:23]2)[CH:6]([CH:10]([CH2:11][O:12][SiH:13]([CH3:14])[CH3:15])[C:16]([CH3:17])([CH3:18])[CH3:19])[C:7](=[O:9])[NH:8]1.